describe an organic reaction: reactants, conditions, products, and yield From a dataset of the Open Reaction Database (ORD), a public repository of structured organic reaction records. Reactants: [BH4-].[Na+] (NaBH4), CN1N=CC(=C1)C=1C=CC=2N(N1)C(=CN2)CC=2C=CC=1N(C2)C(=CN1)C(C)=O (1-{6-[6-(1-Methyl-1H-pyrazol-4-yl)-imidazo[1,2-b]pyridazin-3-ylmethyl]-imidazo[1,2-a]pyridin-3-yl}-ethanone), O (water), [BH4-].[Na+] (NaBH4), O1CCOCC1 (dioxane). Solvent: CO (MeOH). Conditions: time 2 hour. The product is CN1N=CC(=C1)C=1C=CC=2N(N1)C(=CN2)CC=2C=CC=1N(C2)C(=CN1)C(C)O (1-{6-[6-(1-Methyl-1H-pyrazol-4-yl)-imidazo[1,2-b]pyridazin-3-ylmethyl]-imidazo[1,2-a]pyridin-3-yl}-ethanol). As a reaction SMILES: [CH3:1][N:2]1[CH:6]=[C:5]([C:7]2[CH:8]=[CH:9][C:10]3[N:11]([C:13]([CH2:16][C:17]4[CH:18]=[CH:19][C:20]5[N:21]([C:23]([C:26](=[O:28])[CH3:27])=[CH:24][N:25]=5)[CH:22]=4)=[CH:14][N:15]=3)[N:12]=2)[CH:4]=[N:3]1.O.[BH4-].[Na+].O1CCOCC1>CO>[CH3:1][N:2]1[CH:6]=[C:5]([C:7]2[CH:8]=[CH:9][C:10]3[N:11]([C:13]([CH2:16][C:17]4[CH:18]=[CH:19][C:20]5[N:21]([C:23]([CH:26]([OH:28])[CH3:27])=[CH:24][N:25]=5)[CH:22]=4)=[CH:14][N:15]=3)[N:12]=2)[CH:4]=[N:3]1 |f:2.3|. Procedure: 1-{6-[6-(1-Methyl-1H-pyrazol-4-yl)-imidazo[1,2-b]pyridazin-3-ylmethyl]-imidazo[1,2-a]pyridin-3-yl}-ethanone (Example 301, 50 mg, 0.135 mmol) was dissolved in MeOH (3 mL) and water (1 mL) then NaBH4 (3.1 mg, 0.081 mmol) was added. The RM was stirred at rt for 2 h. More equivalents of NaBH4 (3 times 5.1 mg, 0.135 mmol) were added to RM over 18 h. Then dioxane was added and it was stirred at 60° C. for 2 h. It was quenched with EtOAc and solvents were removed. The residue was purified by preparativ... Reactants: CC1CC(CC(C1)C)=O (3,5-dimethylcyclohexanone), C1CCC2CC(=O)CCC2C1 (2-decalone). Yields the product CC1CC(CC(C1)=C)C (1,3-dimethyl-5-methylenecyclohexane). As a reaction SMILES: [CH3:1][CH:2]1[CH2:7][CH:6]([CH3:8])[CH2:5][C:4](=O)[CH2:3]1.[CH2:10]1CC2C(CC(CC2)=O)CC1>>[CH3:1][CH:2]1[CH2:7][C:6](=[CH2:8])[CH2:5][CH:4]([CH3:10])[CH2:3]1. Procedure: The title compound was prepared as described in Example 45A substituting 3,5-dimethylcyclohexanone, commercially available from Aldrich, for 2-decalone. Reported procedure: According to the procedure described in the synthesis method of Compound II-15, 2-(3-(pyridin-4-ylmethyl)ureidooxy)acetic acid (Compound VI-10) 66 mg (0.29 mmol) was coupled with (S)-2-amino-N-(benzo[b]thiophen-3-ylmethyl)-3-(4-tert-butoxyphenyl)-N—((S)-1,1-diethoxypropan-2-yl)propanamide (Compound IV-6) 100 mg (0.20 mmol) to obtain the title compound. Reactants: Compound II, N1=CC=C(C=C1)CNC(NOCC(=O)O)=O (2-(3-(pyridin-4-ylmethyl)ureidooxy)acetic acid), N[C@H](C(=O)N([C@H](C(OCC)OCC)C)CC=1C2=C(SC1)C=CC=C2)CC2=CC=C(C=C2)OC(C)(C)C ((S)-2-amino-N-(benzo[b]thiophen-3-ylmethyl)-3-(4-tert-butoxyphenyl)-N—((S)-1,1-diethoxypropan-2-yl)propanamide). RXN SMILES: [N:1]1[CH:6]=[CH:5][C:4]([CH2:7][NH:8][C:9](=[O:16])[NH:10][O:11][CH2:12][C:13]([OH:15])=O)=[CH:3][CH:2]=1.[NH2:17][C@@H:18]([CH2:41][C:42]1[CH:47]=[CH:46][C:45]([O:48][C:49]([CH3:52])([CH3:51])[CH3:50])=[CH:44][CH:43]=1)[C:19]([N:21]([CH2:31][C:32]1[C:33]2[CH:40]=[CH:39][CH:38]=[CH:37][C:34]=2[S:35][CH:36]=1)[C@@H:22]([CH3:30])[CH:23]([O:27][CH2:28][CH3:29])[O:24][CH2:25][CH3:26])=[O:20]>>[S:35]1[CH:36]=[C:32]([CH2:31][N:21]([C@@H:22]([CH3:30])[CH:23]([O:24][CH2:25][CH3:26])[O:27][CH2:28][CH3:29])[C:19](=[O:20])[C@@H:18]([NH:17][C:13](=[O:15])[CH2:12][O:11][NH:10][C:9]([NH:8][CH2:7][C:4]2[CH:3]=[CH:2][N:1]=[CH:6][CH:5]=2)=[O:16])[CH2:41][C:42]2[CH:43]=[CH:44][C:45]([O:48][C:49]([CH3:50])([CH3:52])[CH3:51])=[CH:46][CH:47]=2)[C:33]2[CH:40]=[CH:39][CH:38]=[CH:37][C:34]1=2. The product is S1C2=C(C(=C1)CN(C([C@H](CC1=CC=C(C=C1)OC(C)(C)C)NC(CONC(=O)NCC1=CC=NC=C1)=O)=O)[C@H](C(OCC)OCC)C)C=CC=C2 (1-(2-((S)-1-((benzo[b]thiophen-3-ylmethyl)((S)-1,1-diethoxypropan-2-yl)amino)-3-(4-tert-butoxyphenyl)-1-oxopropan-2-ylamino)-2-oxoethoxy)-3-(pyridin-4-ylmethyl)urea). The reactants are [Li]CCCC (n-BuLi), BrC1=CC(=CC=C1)SC (1-Bromo-3-methylsulfanyl-benzene), C(C)(C)(C)OC(=O)N1CCC(CC1)=O (1-tert-Butoxycarbonyl-4-piperidone). The solvent is C1CCOC1 (THF), C1CCOC1 (THF). Conditions: temperature -78 celsius, time 30 minute. Yields the product C(C)(C)(C)OC(=O)N1CCC(CC1)(C1=CC(=CC=C1)SC)O (4-hydroxy-4-(3-methylsulfanyl-phenyl)-piperidin-1-carboxylic acid tert-butyl ester). Isolated yield 75.4%. As a reaction SMILES: Br[C:2]1[CH:7]=[CH:6][CH:5]=[C:4]([S:8][CH3:9])[CH:3]=1.[Li]CCCC.[C:15]([O:19][C:20]([N:22]1[CH2:27][CH2:26][C:25](=[O:28])[CH2:24][CH2:23]1)=[O:21])([CH3:18])([CH3:17])[CH3:16]>C1COCC1>[C:15]([O:19][C:20]([N:22]1[CH2:27][CH2:26][C:25]([OH:28])([C:2]2[CH:7]=[CH:6][CH:5]=[C:4]([S:8][CH3:9])[CH:3]=2)[CH2:24][CH2:23]1)=[O:21])([CH3:18])([CH3:16])[CH3:17]. Reported procedure: 1-Bromo-3-methylsulfanyl-benzene (5.0 g, 24.6 mmol) was dissolved in dry THF (40 ml) and cooled to −78° C. under a stream of Argon (g). n-BuLi (12.8 ml, 2.5 M in hexane, 31.9 mmol) was added dropwise via syringe and the reaction mixture was stirred for an additional 30 min at −78° C., then the temperature was increased to 0° C. for 5 min and then decreased to −78° C. 1-tert-Butoxycarbonyl-4-piperidone (5.4 g, 27.06 mmol) dissolved in dry THF (30 ml) was added via syringe. The reaction mixture wa... Starting materials: C1CCOC1, CCOC(C)=O, [Li]CCCC, CCCCCC, CC(C)NC(C)C, CC(C)NC(C)C, [Cl-], COc1ccc2c(c1)C(=O)C(Cl)CC2, [Li], [NH4+]. The product is CCOC(=O)CC1(O)c2cc(OC)ccc2CCC1Cl. RXN SMILES: [CH2:49]1[O:50][CH2:51][CH2:52][CH2:53]1.[CH3:1][CH2:2][O:3][C:4](=[O:5])[CH3:6].[CH3:22][CH2:23][CH2:24][CH2:25][Li:26].[CH3:27][CH2:28][CH2:29][CH2:30][CH2:31][CH3:32].[CH:15]([NH:16][CH:17]([CH3:18])[CH3:19])([CH3:20])[CH3:21].[CH:7]([NH:8][CH:9]([CH3:10])[CH3:11])([CH3:12])[CH3:13].[Cl-:47].[Cl:33][CH:34]1[C:35](=[O:46])[c:36]2[cH:37][c:38]([O:44][CH3:45])[cH:39][cH:40][c:41]2[CH2:42][CH2:43]1.[Li:14].[NH4+:48]>>[CH3:1][CH2:2][O:3][C:4](=[O:5])[CH2:6][C:35]1([OH:46])[CH:34]([Cl:33])[CH2:43][CH2:42][c:41]2[c:36]1[cH:37][c:38]([O:44][CH3:45])[cH:39][cH:40]2. The reactants are NC=1C=2N(C=CN1)C(=NC2C2=CC=C1C=CC(=NC1=C2)C2=CC=CC=C2)CC2CCN(CC2)C(CCl)=O (1-{4-[8-Amino-1-(2-phenyl-quinolin-7-yl)-imidazo[1,5-a]pyrazin-3-ylmethyl]-piperidin-1-yl}-2-chloro-ethanone), crude product, CNC (dimethylamine). Run in C1CCOC1 (THF). As a reaction SMILES: [NH2:1][C:2]1[C:3]2[N:4]([C:8]([CH2:27][CH:28]3[CH2:33][CH2:32][N:31]([C:34](=[O:37])[CH2:35]Cl)[CH2:30][CH2:29]3)=[N:9][C:10]=2[C:11]2[CH:20]=[C:19]3[C:14]([CH:15]=[CH:16][C:17]([C:21]4[CH:26]=[CH:25][CH:24]=[CH:23][CH:22]=4)=[N:18]3)=[CH:13][CH:12]=2)[CH:5]=[CH:6][N:7]=1.[CH3:38][NH:39][CH3:40]>C1COCC1>[NH2:1][C:2]1[C:3]2[N:4]([C:8]([CH2:27][CH:28]3[CH2:33][CH2:32][N:31]([C:34](=[O:37])[CH2:35][N:39]([CH3:40])[CH3:38])[CH2:30][CH2:29]3)=[N:9][C:10]=2[C:11]2[CH:20]=[C:19]3[C:14]([CH:15]=[CH:16][C:17]([C:21]4[CH:26]=[CH:25][CH:24]=[CH:23][CH:22]=4)=[N:18]3)=[CH:13][CH:12]=2)[CH:5]=[CH:6][N:7]=1. Yields the product NC=1C=2N(C=CN1)C(=NC2C2=CC=C1C=CC(=NC1=C2)C2=CC=CC=C2)CC2CCN(CC2)C(CN(C)C)=O (1-{4-[8-Amino-1-(2-phenyl-quinolin-7-yl)-imidazo[1,5-a]pyrazin-3-ylmethyl]-piperidin-1-yl}-2-dimethylamino-ethanone). Reported procedure: 1-{4-[8-Amino-1-(2-phenyl-quinolin-7-yl)-imidazo[1,5-a]pyrazin-3-ylmethyl]-piperidin-1-yl}-2-chloro-ethanone (77.00 mg, 0.15 mmol) was transferred to a pressure reaction vessel and dissolved in 3.15 mL of 2M dimethylamine solution in THF. The reaction was heated at 80° C. overnight. The crude product was then condensed and purified by a 5 g Jones silica gel (dry loaded with silica gel; eluted with 100% CH2Cl2→2% (7N NH3) in MeOH/CH2Cl2→5% (7N NH3) in MeOH/CH2Cl2) and afforded the desired product... Run at temperature 80 celsius.